From a dataset of the Open Reaction Database (ORD), a public repository of structured organic reaction records. describe an organic reaction: reactants, conditions, products, and yield Starting materials: [H-].[Na+] (NaH), [NH4+].[Cl-] (NH4Cl), C1(=CC=CC=C1)O (Phenol), COC(C[C@H]1N=C(SC1)C=1NC2=C(C=C(C=C2C1)CCl)[N+](=O)[O-])=O ((R)-2-(5-chloromethyl-7-nitro-1H-indol-2-yl)-4,5-dihydro-thiazol-4-yl-acetic acid methyl ester). Solvent: CN(C)C=O (DMF), CN(C)C=O (DMF). Reaction conditions: time 4 hour. Product: COC(C[C@H]1N=C(SC1)C=1NC2=C(C=C(C=C2C1)COC1=CC=CC=C1)[N+](=O)[O-])=O ([(R)-2-(7-nitro-5-phenoxymethyl-1H-indol-2-yl)-4,5-dihydro-thiazol-4-yl]-acetic acid methyl ester). As a reaction SMILES: [C:1]1([OH:7])[CH:6]=[CH:5][CH:4]=[CH:3][CH:2]=1.[H-].[Na+].[CH3:10][O:11][C:12](=[O:33])[CH2:13][C@@H:14]1[CH2:18][S:17][C:16]([C:19]2[NH:20][C:21]3[C:26]([CH:27]=2)=[CH:25][C:24]([CH2:28]Cl)=[CH:23][C:22]=3[N+:30]([O-:32])=[O:31])=[N:15]1.[NH4+].[Cl-]>CN(C=O)C>[CH3:10][O:11][C:12](=[O:33])[CH2:13][C@@H:14]1[CH2:18][S:17][C:16]([C:19]2[NH:20][C:21]3[C:26]([CH:27]=2)=[CH:25][C:24]([CH2:28][O:7][C:1]2[CH:6]=[CH:5][CH:4]=[CH:3][CH:2]=2)=[CH:23][C:22]=3[N+:30]([O-:32])=[O:31])=[N:15]1 |f:1.2,4.5|. Procedure details: Phenol (192 mg, 2.04 mmol) was dissolved in DMF. NaH (60% mineral oil, 82 mg, 2.04 mmol) was added, and the reaction solution was cooled to 0° C. (R)-2-(5-chloromethyl-7-nitro-1H-indol-2-yl)-4,5-dihydro-thiazol-4-yl-acetic acid methyl ester (500 mg, 1.36 mmol) prepared in Preparation 42, which was dissolved in DMF, was slowly added thereto. The reaction solution was warmed to room temperature, and stirred for 4 h. After saturated aqueous NH4Cl solution was added to quench the reaction, the react... Starting materials: COC1=CC=C(C=C1)Cl (p-methoxyphenyl chloride), FC1=C(C=CC=C1)C(CC)=O (1-(2-fluorophenyl)-1-propanone), C(C)(C)(C)O[Na] (t-BuONa). Reagents/catalysts: C(C)(=O)[O-].[Pd+2].C(C)(=O)[O-] (palladium acetate), COC1=C(C(=CC=C1)N(C1=CC=CC=C1)C)P(C1CCCCC1)C1CCCCC1 (2-Methoxy-6-(N-methyl-N-phenyl-amino)phenyl(dicyclohexyl)phosphine). The solvent is C1(=CC=CC=C1)C (toluene). Product: FC1=C(C=CC=C1)C(C(C)C1=CC=C(C=C1)OC)=O (1-(2′-Fluorophenyl)-2-(4′-methoxyphenyl)-1-propanon). The yield is 52.2%. As a reaction SMILES: [CH3:1][O:2][C:3]1[CH:8]=[CH:7][C:6](Cl)=[CH:5][CH:4]=1.[F:10][C:11]1[CH:16]=[CH:15][CH:14]=[CH:13][C:12]=1[C:17](=[O:20])[CH2:18][CH3:19].C(O[Na])(C)(C)C>C1(C)C=CC=CC=1.C([O-])(=O)C.[Pd+2].C([O-])(=O)C.COC1C=CC=C(N(C)C2C=CC=CC=2)C=1P(C1CCCCC1)C1CCCCC1>[F:10][C:11]1[CH:16]=[CH:15][CH:14]=[CH:13][C:12]=1[C:17](=[O:20])[CH:18]([C:6]1[CH:7]=[CH:8][C:3]([O:2][CH3:1])=[CH:4][CH:5]=1)[CH3:19] |f:4.5.6|. Procedure details: This reaction is carried out in the same manner as the reaction in example 3. The difference is that, the reactants are p-methoxyphenyl chloride (142.3 mg, 1.0 mmol), 1-(2-fluorophenyl)-1-propanone (304.2 mg, 2.0 mmol), palladium acetate (6.8 mg, 0.030 mmol), 2-Methoxy-6-(N-methyl-N-phenyl-amino)phenyl(dicyclohexyl)phosphine (18.4 mg, 0.045 mmol), t-BuONa (192.7 mg, 2.0 mmol) in 3 mL dry toluene at 110° C. for 41.5 h. 1-(2′-Fluorophenyl)-2-(4′-methoxyphenyl)-1-propanon (134.7 mg) was obtained wi... The reactants are CS(=O)(=O)Cl, ClCCl, COC(=O)c1cc(O)cc(C(=O)OC)c1, c1ccncc1. The product is COC(=O)c1cc(OS(C)(=O)=O)cc(C(=O)OC)c1. RXN SMILES: [CH3:19][S:20]([Cl:21])(=[O:22])=[O:23].[Cl:16][CH2:17][Cl:18].[OH:1][c:2]1[cH:3][c:4]([C:12](=[O:13])[O:14][CH3:15])[cH:5][c:6]([C:7](=[O:8])[O:9][CH3:10])[cH:11]1.[cH:24]1[cH:25][cH:26][n:27][cH:28][cH:29]1>>[O:1]([c:2]1[cH:3][c:4]([C:12](=[O:13])[O:14][CH3:15])[cH:5][c:6]([C:7](=[O:8])[O:9][CH3:10])[cH:11]1)[S:20]([CH3:19])(=[O:22])=[O:23]. Reactants: P(OC1=CC=CC=C1)(OC1=CC=CC=C1)OC1=CC=CC=C1 (triphenyl phosphite), N1C=NC=C1 (imidazole), ClC1=C(C=CC=C1)C(O)(C1=CC=CC=C1)C1=CC=CC=C1 (o-chlorophenyldiphenylmethanol). The solvent is C(C(C)C)C(=O)C (methyl isobutyl ketone). Reaction conditions: temperature 100 celsius. Product: ClC1=C(C=CC=C1)C(N1C=NC=C1)(C1=CC=CC=C1)C1=CC=CC=C1 (1-(o-chlorophenyldiphenylmethyl)imidazole). Yield: 77.9%. Reaction SMILES: P(OC1C=CC=CC=1)(OC1C=CC=CC=1)OC1C=CC=CC=1.[NH:23]1[CH:27]=[CH:26][N:25]=[CH:24]1.[Cl:28][C:29]1[CH:34]=[CH:33][CH:32]=[CH:31][C:30]=1[C:35]([C:43]1[CH:48]=[CH:47][CH:46]=[CH:45][CH:44]=1)([C:37]1[CH:42]=[CH:41][CH:40]=[CH:39][CH:38]=1)O>C(C(C)=O)C(C)C>[Cl:28][C:29]1[CH:34]=[CH:33][CH:32]=[CH:31][C:30]=1[C:35]([C:37]1[CH:38]=[CH:39][CH:40]=[CH:41][CH:42]=1)([C:43]1[CH:48]=[CH:47][CH:46]=[CH:45][CH:44]=1)[N:23]1[CH:27]=[CH:26][N:25]=[CH:24]1. Procedure details: A mixture of methyl isobutyl ketone (150 ml), triphenyl phosphite (24.8 g), imidazole (10.9 g) and o-chlorophenyldiphenylmethanol (29.5 g) obtained in Example 1 (A) was heated at 100° C. for 5 hours. The reaction mixture was treated in the same manner as in Example 4 to give 26.9 g of 1-(o-chlorophenyldiphenylmethyl)imidazole. Yield, 78%. M.P., 143°-144° C. The reactants are NC1=C(C(=O)NC2=CC(=NC(=C2)C)C)C=C(C=N1)Br (2-amino-5-bromo-N-(2,6-dimethyl-pyridin-4-yl)-nicotinamide), N1(CCOCC1)CC1=CC=C(S1)B1OC(C)(C)C(C)(C)O1 (5-(4-morpholinylmethyl)thiophene-2-boronic acid pinacol ester). The product is NC1=C(C(=O)NC2=CC(=NC(=C2)C)C)C=C(C=N1)C=1SC(=CC1)CN1CCOCC1 (2-Amino-N-(2,6-dimethyl-pyridin-4-yl)-5-(5-morpholin-4-ylmethyl-thiophen-2-yl)-nicotinamide). As a reaction SMILES: [NH2:1][C:2]1[N:18]=[CH:17][C:16](Br)=[CH:15][C:3]=1[C:4]([NH:6][C:7]1[CH:12]=[C:11]([CH3:13])[N:10]=[C:9]([CH3:14])[CH:8]=1)=[O:5].[N:20]1([CH2:26][C:27]2[S:31][C:30](B3OC(C)(C)C(C)(C)O3)=[CH:29][CH:28]=2)[CH2:25][CH2:24][O:23][CH2:22][CH2:21]1>>[NH2:1][C:2]1[N:18]=[CH:17][C:16]([C:30]2[S:31][C:27]([CH2:26][N:20]3[CH2:21][CH2:22][O:23][CH2:24][CH2:25]3)=[CH:28][CH:29]=2)=[CH:15][C:3]=1[C:4]([NH:6][C:7]1[CH:12]=[C:11]([CH3:13])[N:10]=[C:9]([CH3:14])[CH:8]=1)=[O:5]. Reported procedure: Reaction of 2-amino-5-bromo-N-(2,6-dimethyl-pyridin-4-yl)-nicotinamide with 5-(4-morpholinylmethyl)thiophene-2-boronic acid pinacol ester gives the compound “A26”; HPLC/MS: 1.09 min, [M+H]=424; Reactants: ClC=1C=C(OC=2C=C(C=O)C=CC2)C=C(C1)Cl (3-(3,5-dichlorophenoxy)benzaldehyde), CC(C(=O)NC1=CC(=CC=C1)C1CCNCC1)C (2-methyl-N-[3-(4-piperidinyl)phenyl]propanamide). Product: ClC=1C=C(OC=2C=C(CN3CCC(CC3)C=3C=C(C=CC3)NC(C(C)C)=O)C=CC2)C=C(C1)Cl (N-(3-{1-[3-(3,5-dichlorophenoxy)benzyl]-4-piperidinyl}phenyl)-2-methylpropanamide). As a reaction SMILES: [Cl:1][C:2]1[CH:3]=[C:4]([CH:14]=[C:15]([Cl:17])[CH:16]=1)[O:5][C:6]1[CH:7]=[C:8]([CH:11]=[CH:12][CH:13]=1)[CH:9]=O.[CH3:18][CH:19]([CH3:35])[C:20]([NH:22][C:23]1[CH:28]=[CH:27][CH:26]=[C:25]([CH:29]2[CH2:34][CH2:33][NH:32][CH2:31][CH2:30]2)[CH:24]=1)=[O:21]>>[Cl:1][C:2]1[CH:3]=[C:4]([CH:14]=[C:15]([Cl:17])[CH:16]=1)[O:5][C:6]1[CH:7]=[C:8]([CH:11]=[CH:12][CH:13]=1)[CH2:9][N:32]1[CH2:33][CH2:34][CH:29]([C:25]2[CH:24]=[C:23]([NH:22][C:20](=[O:21])[CH:19]([CH3:18])[CH3:35])[CH:28]=[CH:27][CH:26]=2)[CH2:30][CH2:31]1. Reported procedure: Prepared by Procedure F and Scheme R using 3-(3,5-dichlorophenoxy)benzaldehyde and 2-methyl-N-[3-(4-piperidinyl)phenyl]propanamide: ESMS m/e: 497.2 (M+H)+.